Dataset: the Open Reaction Database (ORD), a public repository of structured organic reaction records. Task: describe an organic reaction: reactants, conditions, products, and yield The reactants are [BH4-], C1CCOC1, CO, CC(=O)O, [Na+], O, CC(C)(C)OC(=O)CC(=O)CC(O)COC(c1ccccc1)(c1ccccc1)c1ccccc1. Yields the product CC(C)(C)OC(=O)CC(O)CC(O)COC(c1ccccc1)(c1ccccc1)c1ccccc1. RXN SMILES: [BH4-:42].[CH2:35]1[O:36][CH2:37][CH2:38][CH2:39]1.[CH3:40][OH:41].[CH3:45][C:46](=[O:47])[OH:48].[Na+:43].[OH2:44].[c:1]1([C:7]([O:8][CH2:9][CH:10]([CH2:11][C:12]([CH2:13][C:14](=[O:15])[O:16][C:17]([CH3:18])([CH3:19])[CH3:20])=[O:21])[OH:22])([c:23]2[cH:24][cH:25][cH:26][cH:27][cH:28]2)[c:29]2[cH:30][cH:31][cH:32][cH:33][cH:34]2)[cH:2][cH:3][cH:4][cH:5][cH:6]1>>[c:1]1([C:7]([O:8][CH2:9][CH:10]([CH2:11][CH:12]([CH2:13][C:14](=[O:15])[O:16][C:17]([CH3:18])([CH3:19])[CH3:20])[OH:21])[OH:22])([c:23]2[cH:24][cH:25][cH:26][cH:27][cH:28]2)[c:29]2[cH:30][cH:31][cH:32][cH:33][cH:34]2)[cH:2][cH:3][cH:4][cH:5][cH:6]1. The reactants are amino, formula II, CH2NR4R5, CN(C)CCC(C)=O (1-(N,N-dimethylamino)-3-butanone), NC(=O)N (aminoketone), formula III, C1(=CC=CC=C1)C=1SC=C(N1)CCO (2-phenyl-4-(β-hydroxyethyl)thiazole). Yields the product CN(CCC1(OCCC=2N=C(SC21)C2=CC=CC=C2)C)C (4-[2-(Dimethylamino)ethyl]-6,7-dihydro-4-methyl-2-phenyl-4H-pyrano[4,3-d]thiazole). RXN SMILES: NC(N)=O.[C:5]1([C:11]2[S:12][CH:13]=[C:14]([CH2:16][CH2:17][OH:18])[N:15]=2)[CH:10]=[CH:9][CH:8]=[CH:7][CH:6]=1.[CH3:19][N:20]([CH2:22][CH2:23][C:24](=O)[CH3:25])[CH3:21]>>[CH3:19][N:20]([CH3:21])[CH2:22][CH2:23][C:24]1([CH3:25])[C:13]2[S:12][C:11]([C:5]3[CH:6]=[CH:7][CH:8]=[CH:9][CH:10]=3)=[N:15][C:14]=2[CH2:16][CH2:17][O:18]1. Procedure: By following the procedure of Example 2(a) but using as starting material in Example 2(a) an appropriate starting material of formula II, for example, those described in Examples 2 to 14 and an appropriate aminoketone of formula III in which R2 and n are as described above and A is CH2NR4R5 wherein R4 and R5 are as described above, the amino compounds of formula I listed in Examples 31 to 46 are obtained. For example, according to the present procedure 2-phenyl-4-(β-hydroxyethyl)thiazole condens... The reactants are C1(=CC=CC=C1)P(C1=CC=CC=C1)C1=CC=CC=C1 (triphenylphosphine), BrN1C(CCC1=O)=O (N-bromosuccinimide), ClC1=C(C=CC=C1Cl)CCCO (3-(2,3-dichlorophenyl)-1-propanol). Reported procedure: Compound 60-2 (2.67 g) was dissolved in methylene chloride (30 ml), triphenylphosphine (3.76 g) and N-bromosuccinimide (2.55 g) were added under ice-cooling, and the mixture was stirred under ice-cooling for 3 hr. The reaction mixture was washed with water and saturated brine, and dried over anhydrous magnesium sulfate. The solvent was evaporated under reduced pressure. Diethyl ether (100 ml) was added, and the precipitated triphenylphosphine oxide was filtered off. The concentrate of the filtra... Product: BrCCCC1=C(C(=CC=C1)Cl)Cl (1-(3-bromopropyl)-2,3-dichlorobenzene). Solvent: C(Cl)Cl (methylene chloride). The yield is 93.2%. As a reaction SMILES: [Cl:1][C:2]1[C:7]([Cl:8])=[CH:6][CH:5]=[CH:4][C:3]=1[CH2:9][CH2:10][CH2:11]O.C1(P(C2C=CC=CC=2)C2C=CC=CC=2)C=CC=CC=1.[Br:32]N1C(=O)CCC1=O>C(Cl)Cl>[Br:32][CH2:11][CH2:10][CH2:9][C:3]1[CH:4]=[CH:5][CH:6]=[C:7]([Cl:8])[C:2]=1[Cl:1].